Dataset: the Open Reaction Database (ORD), a public repository of structured organic reaction records. Task: describe an organic reaction: reactants, conditions, products, and yield Starting materials: CC(C)(C)OC(=O)N1CCC(O)CC1, FC(F)(F)Oc1ccc(CBr)cc1, [H-], [Na+], CN(C)C=O, O. Product: CC(C)(C)OC(=O)N1CCC(Oc2ccc(OC(F)(F)F)cc2)CC1. RXN SMILES: [C:1](=[O:2])([O:3][C:4]([CH3:5])([CH3:6])[CH3:7])[N:8]1[CH2:9][CH2:10][CH:11]([OH:14])[CH2:12][CH2:13]1.[F:17][C:18]([O:19][c:20]1[cH:21][cH:22][c:23]([CH2:24][Br:25])[cH:26][cH:27]1)([F:28])[F:29].[H-:15].[Na+:16].[O:31]=[CH:32][N:33]([CH3:34])[CH3:35].[OH2:30]>>[C:1](=[O:2])([O:3][C:4]([CH3:5])([CH3:6])[CH3:7])[N:8]1[CH2:9][CH2:10][CH:11]([O:14][c:23]2[cH:22][cH:21][c:20]([O:19][C:18]([F:17])([F:28])[F:29])[cH:27][cH:26]2)[CH2:12][CH2:13]1. The reactants are resultant mixture, C(#N)C=1C=C(CNC(C)=O)C=CC1 (N-(3-cyanobenzyl)acetamide), C[Mg]Br (methyl magnesium bromide), CCOCC (ether), Cl (hydrochloric acid), O (water). Solvent: C(Cl)Cl (methylene dichloride), O1CCCC1 (tetrahydrofuran). Yields the product C(C)(=O)NCC=1C=C(C=CC1)C(C)=O (3'-(acetylaminomethyl)acetophenone). As a reaction SMILES: C([C:3]1[CH:4]=[C:5]([CH:11]=[CH:12][CH:13]=1)[CH2:6][NH:7][C:8](=[O:10])[CH3:9])#N.C[Mg]Br.O.Cl.CC[O:21][CH2:22][CH3:23]>C(Cl)Cl.O1CCCC1>[C:8]([NH:7][CH2:6][C:5]1[CH:4]=[C:3]([C:22](=[O:21])[CH3:23])[CH:13]=[CH:12][CH:11]=1)(=[O:10])[CH3:9]. Reported procedure: To a solution of N-(3-cyanobenzyl)acetamide (7.7 g) in methylene dichloride (150 ml) and tetrahydrofuran (50 ml) was added dropwise a solution of methyl magnesium bromide in ether (3 mol/l, 52 ml) at 10° to 20° C. under stirring and the resulting mixture was stirred at the same condition for 6 hours. The reaction mixture was poured into water and the resultant mixture was adjusted to pH 7 with 6N hydrochloric acid and extracted with ethyl acetate. The extract was washed with brine and magnesium ... The reactants are C(C)(=O)C1=CC2=CC=CC=C2C=C1 (2'-acetonaphthone), Cl.NOCC1=C(C=CC=C1)CC(=O)OC (methyl 2-[(aminooxy)methyl]benzeneacetate hydrochloride). The solvent is N1=CC=CC=C1 (pyridine). Conditions: temperature 90 celsius. Yields the product C1=C(C=CC2=CC=CC=C12)C(C)=NOCC1=C(C=CC=C1)CC(=O)OC (methyl 2-[[[[1-(2-naphthalenyl)ethylidene]amino]oxy]methyl]benzeneacetate). The yield is 105.7%. As a reaction SMILES: [C:1]([C:4]1[CH:13]=[CH:12][C:11]2[C:6](=[CH:7][CH:8]=[CH:9][CH:10]=2)[CH:5]=1)(=O)[CH3:2].Cl.[NH2:15][O:16][CH2:17][C:18]1[CH:23]=[CH:22][CH:21]=[CH:20][C:19]=1[CH2:24][C:25]([O:27][CH3:28])=[O:26]>N1C=CC=CC=1>[CH:5]1[C:6]2[C:11](=[CH:10][CH:9]=[CH:8][CH:7]=2)[CH:12]=[CH:13][C:4]=1[C:1](=[N:15][O:16][CH2:17][C:18]1[CH:23]=[CH:22][CH:21]=[CH:20][C:19]=1[CH2:24][C:25]([O:27][CH3:28])=[O:26])[CH3:2] |f:1.2|. Procedure: 2'-acetonaphthone (1.02 g) and the title compound of Step C (1.39 g) were dissolved in 40 mL of pyridine. The solution was heated to 90° C. for 3 h, and then was cooled to room temperature overnight. The pyridine was removed in vacuo and the residue was taken up in 40 mL of 1N HCl solution and extracted with ethyl acetate (3×50 mL) The combined organic layers were dried (MgSO4), filtered and concentrated in vacuo to yield 2.2 g (about 100% yield) of the title compound of Step D as an amber oil. ... Reactants: CC1(C(NNC1=O)=O)CCOC1OCCCC1 (4-methyl-4-[2-(tetrahydro-2-pyranyloxy)ethyl]pyrazolidine-3,5-dione), ClOC(C)(C)C (tert.butyl hypochlorite), C(C=CC=C)(=O)OC (methyl penta-2,4-dienoate). Run in O1CCOCC1 (dioxan), O1CCOCC1 (dioxan), O1CCOCC1 (dioxan). Yields the product CC1(C(N2N(CC=CC2C(=O)OC)C1=O)=O)CCOC1OCCCC1 (methyl 2,3,5,8-tetrahydro-2-methyl-1,3-dioxo-2-[2-(tetrahydro-2-pyranyloxy)ethyl]-1H-pyrazolo[1,2-a]pyridazine-5-carboxylate). Yield: 29.5%. RXN SMILES: [CH3:1][C:2]1([CH2:9][CH2:10][O:11][CH:12]2[CH2:17][CH2:16][CH2:15][CH2:14][O:13]2)[C:6](=[O:7])[NH:5][NH:4][C:3]1=[O:8].ClOC(C)(C)C.[C:24]([O:30][CH3:31])(=[O:29])[CH:25]=[CH:26][CH:27]=[CH2:28]>O1CCOCC1>[CH3:1][C:2]1([CH2:9][CH2:10][O:11][CH:12]2[CH2:17][CH2:16][CH2:15][CH2:14][O:13]2)[C:6](=[O:7])[N:5]2[CH2:28][CH:27]=[CH:26][CH:25]([C:24]([O:30][CH3:31])=[O:29])[N:4]2[C:3]1=[O:8]. Procedure: (B)(a) 1.21 g (5 mmol) of 4-methyl-4-[2-(tetrahydro-2-pyranyloxy)ethyl]pyrazolidine-3,5-dione were suspended in 20 ml of dry dioxan and the suspension was stirred at room temperature under a stream of nitrogen. A solution of 0.543 g (5 mmol) of tert.butyl hypochlorite in 5 ml of dry dioxan was added over a period of 15 minutes. The resulting blue solution was filtered and the filtrate was evaporated in vacuo. The residue was dissolved in 10 ml of dry dioxan and the solution was added portionwise...